This data is from the Open Reaction Database (ORD), a public repository of structured organic reaction records. The task is: describe an organic reaction: reactants, conditions, products, and yield Starting materials: C1=CCCCC1, CCO, CN(C)c1ccc([N+](=O)[O-])c(C(=O)O)c1. The product is CN(C)c1ccc(N)c(C(=O)O)c1. As a reaction SMILES: [CH2:16]1[CH2:17][CH:18]=[CH:19][CH2:20][CH2:21]1.[CH3:22][CH2:23][OH:24].[N+:1]([O-:2])(=[O:3])[c:4]1[c:5]([C:6](=[O:7])[OH:8])[cH:9][c:10]([N:13]([CH3:14])[CH3:15])[cH:11][cH:12]1>>[NH2:1][c:4]1[c:5]([C:6](=[O:7])[OH:8])[cH:9][c:10]([N:13]([CH3:14])[CH3:15])[cH:11][cH:12]1. Reactants: CS(=O)(=O)O.N1(CCNCC1)C1=CC=C(C=C1)NS(=O)(=O)C (N-[4-(piperazin-1-yl)phenyl]methanesulfonamide methanesulfonate), O1CC1COC1=CC=CC=C1 (1,2-epoxy-3-phenoxypropane), C[O-].[Na+] (sodiummethoxide). Solvent: CO (methanol). Run at temperature 60 celsius, time 18 hour. Product: OC(CN1CCN(CC1)C1=CC=C(C=C1)NS(=O)(=O)C)COC1=CC=CC=C1 (N-[4-[4-(2-Hydroxy-3-phenoxypropyl)piperazin-1-yl]phenyl]methanesulfonamide). As a reaction SMILES: CS(O)(=O)=O.[N:6]1([C:12]2[CH:17]=[CH:16][C:15]([NH:18][S:19]([CH3:22])(=[O:21])=[O:20])=[CH:14][CH:13]=2)[CH2:11][CH2:10][NH:9][CH2:8][CH2:7]1.[O:23]1[CH:25]([CH2:26][O:27][C:28]2[CH:33]=[CH:32][CH:31]=[CH:30][CH:29]=2)[CH2:24]1.C[O-].[Na+]>CO>[OH:23][CH:25]([CH2:26][O:27][C:28]1[CH:33]=[CH:32][CH:31]=[CH:30][CH:29]=1)[CH2:24][N:9]1[CH2:10][CH2:11][N:6]([C:12]2[CH:13]=[CH:14][C:15]([NH:18][S:19]([CH3:22])(=[O:21])=[O:20])=[CH:16][CH:17]=2)[CH2:7][CH2:8]1 |f:0.1,3.4|. Procedure: Suspend a mixture of 20.0 g (56.9 mmol) of N-[4-(piperazin-1-yl)phenyl]methanesulfonamide methanesulfonate, 7.68 mL (56.9 mmol) of 1,2-epoxy-3-phenoxypropane and 3.07 g (56.9 mmol) of sodiummethoxide in 800 mL of 90% aqueous methanol and warm to 60° C. for 18 h. After 18 h, filter the precipitate and wash this precipitate with 100 mL of water and 100 mL of methanol. Suspend this solid precipitate in 500 mL of methanol and reflux for 1 h. After 1 h, cool the suspension to room temperature and fil... The reactants are BrC=1C(NC(=CC1OCC1=C(C=C(C=C1)F)F)C)=O (3-bromo-4-[(2,4-difluorobenzyl)oxy]-6-methylpyridin-2(1H)-one), C(C=C)(=O)OC (methyl acrylate), [F-].[Cs+] (cesium fluoride), CO[Si](OC)(OC)OC (tetramethylortho silicate). Run in O1CCCC1 (tetrahydrofuran). Reaction conditions: time 10 minute. Yields the product C(C1=CC=CC=C1)OC1=C(C(N(C=C1)CCC(=O)OC)=O)Br (methyl 3-[4-(benzyloxy)-3-bromo-2-oxopyridin-1(2H)-yl]propanoate). The yield is 93.3%. RXN SMILES: [Br:1][C:2]1[C:3](=[O:19])[NH:4][C:5](C)=[CH:6][C:7]=1[O:8][CH2:9][C:10]1[CH:15]=[CH:14][C:13](F)=[CH:12][C:11]=1F.[F-].[Cs+].CO[Si](OC)(OC)OC.[C:31]([O:35][CH3:36])(=[O:34])[CH:32]=[CH2:33]>O1CCCC1>[CH2:9]([O:8][C:7]1[CH:6]=[CH:5][N:4]([CH2:33][CH2:32][C:31]([O:35][CH3:36])=[O:34])[C:3](=[O:19])[C:2]=1[Br:1])[C:10]1[CH:11]=[CH:12][CH:13]=[CH:14][CH:15]=1 |f:1.2|. Procedure: 3-bromo-4-[(2,4-difluorobenzyl)oxy]-6-methylpyridin-2(1H)-one (5.00 g, 17.85 mmol) and cesium fluoride (0.27 g, 1.78 mmol) were suspended in tetrahydrofuran (50 mL) followed by dropwise addition of tetramethylortho silicate (2.70 g, 17.85 mmol) at room temperature. After stirring for 10 minutes at room temperature, methyl acrylate (2.00 g, 23.20 mmol) was added dropwise and the reaction stirred at room temperature for 48 hours. The reaction mixture was filtered through a pad of Celite®. The filt... RXN SMILES: [Br:1][c:2]1[c:3]([F:20])[c:4]2[c:5]([n:6][cH:7]1)[nH:8][cH:9][c:10]2[NH:11][C:12]([c:13]1[cH:14][n:15][cH:16][cH:17][cH:18]1)=[O:19].[CH2:33]([OH:34])[CH2:35][CH2:36][CH3:37].[NH:21]1[CH2:22][CH:23]([NH:25][C:26]([O:27][C:28]([CH3:29])([CH3:30])[CH3:31])=[O:32])[CH2:24]1>>[Br:1][c:2]1[c:3]([N:21]2[CH2:22][CH:23]([NH:25][C:26]([O:27][C:28]([CH3:29])([CH3:30])[CH3:31])=[O:32])[CH2:24]2)[c:4]2[c:5]([n:6][cH:7]1)[nH:8][cH:9][c:10]2[NH:11][C:12]([c:13]1[cH:14][n:15][cH:16][cH:17][cH:18]1)=[O:19]. The reactants are O=C(Nc1c[nH]c2ncc(Br)c(F)c12)c1cccnc1, CCCCO, CC(C)(C)OC(=O)NC1CNC1. Product: CC(C)(C)OC(=O)NC1CN(c2c(Br)cnc3[nH]cc(NC(=O)c4cccnc4)c23)C1.